Dataset: the Open Reaction Database (ORD), a public repository of structured organic reaction records. Task: describe an organic reaction: reactants, conditions, products, and yield RXN SMILES: [CH3:21][CH2:22][CH2:23][CH2:24][CH2:25][CH2:26][CH2:27][CH2:28][CH2:29][CH2:30][CH3:31].[CH3:35][OH:36].[CH:10]1([c:13]2[c:14]([OH:20])[c:15]([CH3:19])[cH:16][cH:17][cH:18]2)[CH2:11][CH2:12]1.[ClH:34].[K+:33].[OH-:32].[OH:1][c:2]1[c:3]([Cl:9])[n:4][n:5][c:6]([Cl:8])[cH:7]1>>[OH:1][c:2]1[c:3]([O:20][c:14]2[c:13]([CH:10]3[CH2:11][CH2:12]3)[cH:18][cH:17][cH:16][c:15]2[CH3:19])[n:4][n:5][c:6]([Cl:8])[cH:7]1. The reactants are CCCCCCCCCCC, CO, Cc1cccc(C2CC2)c1O, Cl, [K+], [OH-], Oc1cc(Cl)nnc1Cl. The product is Cc1cccc(C2CC2)c1Oc1nnc(Cl)cc1O. Starting materials: C[C@@H]1N(C[C@H](NC1)C)[C@@H](C1=CC=CC=C1)C1=CC=C(C(=O)N(CC)CC)C=C1 (4-((alpha-S)-alpha-((2S,5R)-2,5-dimethyl-1-piperazinyl)benzyl)-N,N-diethylbenzamide), FC1=CC=C(CBr)C=C1 (4-fluorobenzyl bromide). The product is C[C@@H]1N(C[C@H](N(C1)CC1=CC=C(C=C1)F)C)[C@@H](C1=CC=CC=C1)C1=CC=C(C(=O)N(CC)CC)C=C1 (4-((alpha-S)-alpha-((2S,5R)-2,5-Dimethyl-4-(4-fluorobenzyl)-1-piperazinyl)benzyl)-N,N-diethylbenzamide). As a reaction SMILES: [CH3:1][C@H:2]1[CH2:7][NH:6][C@H:5]([CH3:8])[CH2:4][N:3]1[C@H:9]([C:16]1[CH:28]=[CH:27][C:19]([C:20]([N:22]([CH2:25][CH3:26])[CH2:23][CH3:24])=[O:21])=[CH:18][CH:17]=1)[C:10]1[CH:15]=[CH:14][CH:13]=[CH:12][CH:11]=1.[F:29][C:30]1[CH:37]=[CH:36][C:33]([CH2:34]Br)=[CH:32][CH:31]=1>>[CH3:1][C@H:2]1[CH2:7][N:6]([CH2:34][C:33]2[CH:36]=[CH:37][C:30]([F:29])=[CH:31][CH:32]=2)[C@H:5]([CH3:8])[CH2:4][N:3]1[C@H:9]([C:16]1[CH:17]=[CH:18][C:19]([C:20]([N:22]([CH2:25][CH3:26])[CH2:23][CH3:24])=[O:21])=[CH:27][CH:28]=1)[C:10]1[CH:11]=[CH:12][CH:13]=[CH:14][CH:15]=1. Procedure details: 4-((alpha-S)-alpha-((2S,5R)-2,5-Dimethyl-4-(4-fluorobenzyl)-1-piperazinyl)benzyl)-N,N-diethylbenzamide was prepared from 4-((alpha-S)-alpha-((2S,5R)-2,5-dimethyl-1-piperazinyl)benzyl)-N,N-diethylbenzamide (Example 1) and 4-fluorobenzyl bromide by a procedure similar to that described in Example 1. Calc. for C31H38FN3O: C, 76.35; H, 7.85; N, 8.62; F, 3.90. Found C, 76.32; H, 7.86; N, 8.60; F, 3.95% 1H NMR (CDCl3, 600 MHz); δ 1.07 (d, J=6.2 Hz, 3H); 1.10 (d, J=6.3 Hz, 3H, partially overlapped by b...